This data is from the Open Reaction Database (ORD), a public repository of structured organic reaction records. The task is: describe an organic reaction: reactants, conditions, products, and yield Reactants: halogen, ClC1=C(C=CC=C1)[N+](=O)[O-] (2-chloronitrobenzene), NC1=CC=CC=C1 (aniline). Yields the product C1=CC=C(C=C1)NC2=CC=CC=C2[N+](=O)[O-] (2-nitrodiphenylamine). Reaction SMILES: Cl[C:2]1[CH:7]=[CH:6][CH:5]=[CH:4][C:3]=1[N+:8]([O-:10])=[O:9].[NH2:11][C:12]1[CH:17]=[CH:16][CH:15]=[CH:14][CH:13]=1>>[CH:15]1[CH:16]=[CH:17][C:12]([NH:11][C:2]2[C:3]([N+:8]([O-:10])=[O:9])=[CH:4][CH:5]=[CH:6][CH:7]=2)=[CH:13][CH:14]=1. Reported procedure: As is known, a nitro group activates halogen substituents in both the ortho- and the para-positions. For example, if 2-chloronitrobenzene is reacted with aniline at from 175 to 205° C., 2-nitrodiphenylamine is obtained in quantitative yield. By contrast, 4-chloronitrobenzene does not react at all with aniline at from 175 to 205° C.(Houben-Weyl, Methoden der Organischen Chemie [Methods of Organic Chemistry], IVth Edition, Volume XI/1, pages 63 and 64). This behavior shows that the nitro group act... Starting materials: [Br-], [Br-], CC(C)(C)OC(=O)N1CC(COCCN2CCOCC2)C(c2ccc(OCCCOCc3ccccc3)cc2)C(C(=O)Cc2ccc3ccccc3c2)C1, ClCCl, [Zn+2]. Product: O=C(Cc1ccc2ccccc2c1)C1CNCC(COCCN2CCOCC2)C1c1ccc(OCCCOCc2ccccc2)cc1. RXN SMILES: [Br-:58].[Br-:60].[CH2:1]([c:2]1[cH:3][cH:4][cH:5][cH:6][cH:7]1)[O:8][CH2:9][CH2:10][CH2:11][O:12][c:13]1[cH:14][cH:15][c:16]([CH:19]2[CH:20]([C:42]([CH2:43][c:44]3[cH:45][c:46]4[cH:47][cH:48][cH:49][cH:50][c:51]4[cH:52][cH:53]3)=[O:54])[CH2:21][N:22]([C:35]([O:36][C:37]([CH3:38])([CH3:39])[CH3:40])=[O:41])[CH2:23][CH:24]2[CH2:25][O:26][CH2:27][CH2:28][N:29]2[CH2:30][CH2:31][O:32][CH2:33][CH2:34]2)[cH:17][cH:18]1.[CH2:55]([Cl:56])[Cl:57].[Zn+2:59]>>[CH2:1]([c:2]1[cH:3][cH:4][cH:5][cH:6][cH:7]1)[O:8][CH2:9][CH2:10][CH2:11][O:12][c:13]1[cH:14][cH:15][c:16]([CH:19]2[CH:20]([C:42]([CH2:43][c:44]3[cH:45][c:46]4[cH:47][cH:48][cH:49][cH:50][c:51]4[cH:52][cH:53]3)=[O:54])[CH2:21][NH:22][CH2:23][CH:24]2[CH2:25][O:26][CH2:27][CH2:28][N:29]2[CH2:30][CH2:31][O:32][CH2:33][CH2:34]2)[cH:17][cH:18]1.